From a dataset of the Open Reaction Database (ORD), a public repository of structured organic reaction records. describe an organic reaction: reactants, conditions, products, and yield Reactants: O=C([O-])[O-], FC(F)(F)c1ccc(Cl)nc1, [Cs+], [Cs+], NC(=O)c1cnc(-c2cnc3c(N)ccnc3n2)c(C(F)(F)F)c1, C1COCCO1, O. The product is NC(=O)c1cnc(-c2cnc3c(Nc4ccc(C(F)(F)F)cn4)ccnc3n2)c(C(F)(F)F)c1. As a reaction SMILES: [C:25](=[O:26])([O-:27])[O-:28].[Cl:31][c:32]1[n:33][cH:34][c:35]([C:38]([F:39])([F:40])[F:41])[cH:36][cH:37]1.[Cs+:29].[Cs+:30].[NH2:1][c:2]1[cH:3][cH:4][n:5][c:6]2[n:7][c:8](-[c:12]3[n:13][cH:14][c:15]([C:16](=[O:17])[NH2:18])[cH:19][c:20]3[C:21]([F:22])([F:23])[F:24])[cH:9][n:10][c:11]12.[O:43]1[CH2:44][CH2:45][O:46][CH2:47][CH2:48]1.[OH2:42]>>[NH:1]([c:2]1[cH:3][cH:4][n:5][c:6]2[n:7][c:8](-[c:12]3[n:13][cH:14][c:15]([C:16](=[O:17])[NH2:18])[cH:19][c:20]3[C:21]([F:22])([F:23])[F:24])[cH:9][n:10][c:11]12)[c:32]1[n:33][cH:34][c:35]([C:38]([F:39])([F:40])[F:41])[cH:36][cH:37]1. The reactants are C(C1=CC=CC=C1)(=O)SC(C(=O)N1[C@H](C(=O)O)CCC1)C (1-(2-Benzoylthiopropanoyl)-L-proline). Solvent: O (water), [OH-].[NH4+] (ammonium hydroxide), O (water). Reaction conditions: time 1 hour. The product is SC(C(=O)N1[C@H](C(=O)O)CCC1)C (1-(2-Mercaptopropanoyl)-L-Proline). Reaction SMILES: C([S:9][CH:10]([CH3:21])[C:11]([N:13]1[CH2:20][CH2:19][CH2:18][C@H:14]1[C:15]([OH:17])=[O:16])=[O:12])(=O)C1C=CC=CC=1>O.[OH-].[NH4+]>[SH:9][CH:10]([CH3:21])[C:11]([N:13]1[CH2:20][CH2:19][CH2:18][C@H:14]1[C:15]([OH:17])=[O:16])=[O:12] |f:2.3|. Reported procedure: 1-(2-Benzoylthiopropanoyl)-L-proline (5.7 g.) is dissolved in a mixture of water (12 ml.) and concentrated ammonium hydroxide (9 ml.) with stirring. After one hour, the mixture is diluted with water (10 ml.) and filtered. The filtrate is extracted twice with ethyl acetate, concentrated to one-third of the original volume, acidified with concentrated hydrochloric acid and extracted with ethyl acetate. The organic phase is washed with saturated sodium chloride, dried and concentrated to dryness in... Reactants: CCOC(=O)c1ccc(OCc2[nH]c3ccccc3c(=O)c2C)cc1OCC1CCOCC1, CCO, Cl, [Na+], [OH-]. Product: Cc1c(COc2ccc(C(=O)O)c(OCC3CCOCC3)c2)[nH]c2ccccc2c1=O. Reaction SMILES: [CH3:1][c:2]1[c:3]([CH2:13][O:14][c:15]2[cH:16][c:17]([O:26][CH2:27][CH:28]3[CH2:29][CH2:30][O:31][CH2:32][CH2:33]3)[c:18]([C:19](=[O:20])[O:21][CH2:22][CH3:23])[cH:24][cH:25]2)[nH:4][c:5]2[cH:6][cH:7][cH:8][cH:9][c:10]2[c:11]1=[O:12].[CH3:37][CH2:38][OH:39].[ClH:36].[Na+:35].[OH-:34]>>[CH3:1][c:2]1[c:3]([CH2:13][O:14][c:15]2[cH:16][c:17]([O:26][CH2:27][CH:28]3[CH2:29][CH2:30][O:31][CH2:32][CH2:33]3)[c:18]([C:19](=[O:20])[OH:21])[cH:24][cH:25]2)[nH:4][c:5]2[cH:6][cH:7][cH:8][cH:9][c:10]2[c:11]1=[O:12]. Reactants: CN(C1(CCC(CC1)(C=O)C)C1=CC(=CC=C1)F)C (4-dimethylamino-4-(3-fluorophenyl)-1-methyl-cyclohexane carbaldehyde), 21, Cl.NO (hydroxylamine hydrochloride). Run in C(C)O (ethanol). Reaction conditions: time 16 hour. Product: CN(C1(CCC(CC1)(C=NO)C)C1=CC(=CC=C1)F)C (4-dimethylamino-4-(3-fluorophenyl)-1-methyl-cyclohexane carbaldehyde oxime). As a reaction SMILES: [CH3:1][N:2]([CH3:19])[C:3]1([C:12]2[CH:17]=[CH:16][CH:15]=[C:14]([F:18])[CH:13]=2)[CH2:8][CH2:7][C:6]([CH3:11])([CH:9]=O)[CH2:5][CH2:4]1.Cl.[NH2:21][OH:22]>C(O)C>[CH3:1][N:2]([CH3:19])[C:3]1([C:12]2[CH:17]=[CH:16][CH:15]=[C:14]([F:18])[CH:13]=2)[CH2:8][CH2:7][C:6]([CH3:11])([CH:9]=[N:21][OH:22])[CH2:5][CH2:4]1 |f:1.2|. Procedure details: A solution of the title compound of step 2 (1.38 g, 5.53 mmol) and hydroxylamine hydrochloride (576 mg, 8.3 mmol) in abs. ethanol (20 mL) were mixed with Amberlyst A 21 (3.9 g) and stirred for 16 h at RT. The ion exchanger was filtered off, the solution concentrated to low volume and the residue made alkaline with 1N NaOH. The aqueous phase was extracted with ethyl acetate, dried over Na2SO4 and concentrated to low volume in a vacuum. Reactants: NC1=C(C=NN1C1=CC=C(C=C1)F)C=O (5-amino-1-(4-fluorophenyl)-1H-pyrazole-4-carbaldehyde), C1(CC(CCC1)=O)=O (cyclohexane-1,3-dione), CC=1C=CC(=CC1)S(=O)(=O)O (pTSA). Solvent: C1(=CC=CC=C1)C (toluene). Conditions: temperature 100 celsius. The product is FC1=CC=C(C=C1)N1N=CC=2C1=NC=1CCCC(C1C2)=O (1-(4-fluorophenyl)-7,8-dihydro-1H-pyrazolo[3,4-b]quinolin-5(6H)-one). Yield: 70.0%. As a reaction SMILES: [NH2:1][C:2]1[N:6]([C:7]2[CH:12]=[CH:11][C:10]([F:13])=[CH:9][CH:8]=2)[N:5]=[CH:4][C:3]=1[CH:14]=O.[C:16]1(=O)[CH2:21][CH2:20][CH2:19][C:18](=[O:22])[CH2:17]1.CC1C=CC(S(O)(=O)=O)=CC=1>C1(C)C=CC=CC=1>[F:13][C:10]1[CH:9]=[CH:8][C:7]([N:6]2[C:2]3=[N:1][C:16]4[CH2:21][CH2:20][CH2:19][C:18](=[O:22])[C:17]=4[CH:14]=[C:3]3[CH:4]=[N:5]2)=[CH:12][CH:11]=1. Procedure: A flask was charged with 5-amino-1-(4-fluorophenyl)-1H-pyrazole-4-carbaldehyde (111, R1=4-Fluorophenyl) (58.15 g, 283 mmol, cyclohexane-1,3-dione (47.7 g, 425 mmol) and toluene (600 mL). The slurry was stirred then pTSA (4.8 g, 25.2 mmol) was added. The mixture was warmed in an oil bath heated to about 100° C. for about 1 h. The mixture was allowed to cool to rt and stir overnight. The mixture was concentrated to dryness under reduced pressure. Water (400 mL), sat. aq. NaHCO3 (50 mL) and ethanol...